This data is from the Open Reaction Database (ORD), a public repository of structured organic reaction records. The task is: describe an organic reaction: reactants, conditions, products, and yield Reactants: [C-]#N, OC1(c2ccc(F)nc2)CCC2(CC1)OCCO2, [K+], CN(C)C=O. The product is N#Cc1ccc(C2(O)CCC3(CC2)OCCO3)cn1. RXN SMILES: [C-:19]#[N:20].[F:1][c:2]1[cH:3][cH:4][c:5]([C:8]2([OH:18])[CH2:9][CH2:10][C:11]3([O:12][CH2:13][CH2:14][O:15]3)[CH2:16][CH2:17]2)[cH:6][n:7]1.[K+:21].[O:22]=[CH:23][N:24]([CH3:25])[CH3:26]>>[c:2]1([C:19]#[N:20])[cH:3][cH:4][c:5]([C:8]2([OH:18])[CH2:9][CH2:10][C:11]3([O:12][CH2:13][CH2:14][O:15]3)[CH2:16][CH2:17]2)[cH:6][n:7]1. Starting materials: OC1=CC=C(C=O)C=C1 (4-hydroxybenzaldehyde), BrCC1OCCC1 (2-(bromomethyl)tetrahydrofuran), [I-].[Na+] (sodium iodide). The product is O1C(CCC1)COC1=CC=C(C=O)C=C1 (4-((tetrahydrofuran-2-yl)methoxy)benzaldehyde). The yield is 99.9%. Reaction SMILES: [OH:1][C:2]1[CH:9]=[CH:8][C:5]([CH:6]=[O:7])=[CH:4][CH:3]=1.Br[CH2:11][CH:12]1[CH2:16][CH2:15][CH2:14][O:13]1.[I-].[Na+]>>[O:13]1[CH2:14][CH2:15][CH2:16][CH:12]1[CH2:11][O:1][C:2]1[CH:9]=[CH:8][C:5]([CH:6]=[O:7])=[CH:4][CH:3]=1 |f:2.3|. Reported procedure: The compound was synthesized as in Example 24.1, using 4-hydroxybenzaldehyde (200 mg, 1.64 mmol) and 2-(bromomethyl)tetrahydrofuran (541 mg, 1.97 mmol) in place of 1-chloro-3,3-dimethylbutane (no sodium iodide was used) to give 4-((tetrahydrofuran-2-yl)methoxy)benzaldehyde (338 mg, quant. crude) as a yellow oil that was used without further purification or characterization. The reactants are CCC1(CC)OC(=O)N(CCC(C)(C)NCC(O)c2cc(OCc3ccccc3)cc3c2OC(C)(C)C(=O)N3)c2ccccc21, CO. The product is CCC1(CC)OC(=O)N(CCC(C)(C)NCC(O)c2cc(O)cc3c2OC(C)(C)C(=O)N3)c2ccccc21. Reaction SMILES: [CH2:1]([c:2]1[cH:3][cH:4][cH:5][cH:6][cH:7]1)[O:8][c:9]1[cH:10][c:11]([CH:22]([CH2:23][NH:24][C:25]([CH2:26][CH2:27][N:28]2[C:29](=[O:42])[O:30][C:31]([CH2:38][CH3:39])([CH2:40][CH3:41])[c:32]3[c:33]2[cH:34][cH:35][cH:36][cH:37]3)([CH3:43])[CH3:44])[OH:45])[c:12]2[c:13]([cH:21]1)[NH:14][C:15](=[O:20])[C:16]([CH3:18])([CH3:19])[O:17]2.[CH3:46][OH:47]>>[OH:8][c:9]1[cH:10][c:11]([CH:22]([CH2:23][NH:24][C:25]([CH2:26][CH2:27][N:28]2[C:29](=[O:42])[O:30][C:31]([CH2:38][CH3:39])([CH2:40][CH3:41])[c:32]3[c:33]2[cH:34][cH:35][cH:36][cH:37]3)([CH3:43])[CH3:44])[OH:45])[c:12]2[c:13]([cH:21]1)[NH:14][C:15](=[O:20])[C:16]([CH3:18])([CH3:19])[O:17]2. Starting materials: [N+](=O)([O-])C1=C(CNCCO)C=CC(=C1)C(F)(F)F (2-(2-nitro-4-(trifluoromethyl)benzylamino)ethanol), N#CBr (cyanogen bromide). Solvent: O1CCCC1 (tetrahydrofuran). Conditions: time 56 hour. Product: [N+](=O)([O-])C1=C(CN2C(OCC2)=N)C=CC(=C1)C(F)(F)F (3-(2-nitro-4-(trifluoromethyl)benzyl)oxazolidin-2-imine). Reaction SMILES: [N+:1]([C:4]1[CH:14]=[C:13]([C:15]([F:18])([F:17])[F:16])[CH:12]=[CH:11][C:5]=1[CH2:6][NH:7][CH2:8][CH2:9][OH:10])([O-:3])=[O:2].[N:19]#[C:20]Br>O1CCCC1>[N+:1]([C:4]1[CH:14]=[C:13]([C:15]([F:16])([F:17])[F:18])[CH:12]=[CH:11][C:5]=1[CH2:6][N:7]1[CH2:8][CH2:9][O:10][C:20]1=[NH:19])([O-:3])=[O:2]. Procedure: In a sealed tube, added 2-(2-nitro-4-(trifluoromethyl)benzylamino)ethanol (Step 1, 1.10 g, 4.16 mmol), cyanogen bromide (1.32 g, 12.4 mmol), and tetrahydrofuran (4.2 mL). Stirred at room temperature for 56 hours. Concentrated down to yield 3-(2-nitro-4-(trifluoromethyl)benzyl)oxazolidin-2-imine. MS (M+H)+=290; Calc'd 289.22 for C11H10F3N3O3. Starting materials: COC=1C=C(C=CC1)C1N(OC2C1CCCC2)C (octahydro-3-(m-methoxyphenyl)-2-methyl-1,2-benzisoxazole), CI (methyl iodide). The solvent is O1CCCC1 (tetrahydrofuran). The product is [I-].COC=1C=C(C=CC1)C1[N+](OC2C1CCCC2)(C)C (Octahydro-3-(m-Methoxyphenyl)-2,2-Dimethyl-1,2-Benzisoxazolium Iodide). Reaction SMILES: [CH3:1][O:2][C:3]1[CH:4]=[C:5]([CH:9]2[CH:13]3[CH2:14][CH2:15][CH2:16][CH2:17][CH:12]3[O:11][N:10]2[CH3:18])[CH:6]=[CH:7][CH:8]=1.[CH3:19][I:20]>O1CCCC1>[I-:20].[CH3:1][O:2][C:3]1[CH:4]=[C:5]([CH:9]2[CH:13]3[CH2:14][CH2:15][CH2:16][CH2:17][CH:12]3[O:11][N+:10]2([CH3:19])[CH3:18])[CH:6]=[CH:7][CH:8]=1 |f:3.4|. Procedure details: Crude octahydro-3-(m-methoxyphenyl)-2-methyl-1,2-benzisoxazole (15 g.) in tetrahydrofuran (120 ml.) was treated with an excess of methyl iodide (15 ml.). A crystalline solid began to separate almost immediately. After 12 hours the precipitate was filtered and washed with tetrahydrofuran to give the analytically pure product, m.p. 165° with decomposition. The reactants are O (water), CN(C=O)C (N,N-dimethylformamide), BrC1=C(C(=C(C(=C1C)I)N)OC)F (4-bromo-3-fluoro-6-iodo-2-methoxy-5-methylphenylamine). Reagents/catalysts: [C-]#N.[Zn+2].[C-]#N (zinc cyanide), C1(=CC=CC=C1)P([C-]1C=CC=C1)C1=CC=CC=C1.[C-]1(C=CC=C1)P(C1=CC=CC=C1)C1=CC=CC=C1.[Fe+2] (1,1′-bis(diphenylphosphino)ferrocene), C=1C=CC(=CC1)/C=C/C(=O)/C=C/C2=CC=CC=C2.C=1C=CC(=CC1)/C=C/C(=O)/C=C/C2=CC=CC=C2.[Pd] (bis(dibenzylideneacetone)palladium(0)). Run in [Cl-].[Na+].O (brine). Reaction conditions: temperature 125 celsius, time 3 hour. Yields the product NC1=C(C#N)C(=C(C(=C1OC)F)Br)C (2-Amino-5-bromo-4-fluoro-3-methoxy-6-methylbenzonitrile). Yield: 80.0%. As a reaction SMILES: O.C[N:3]([CH3:6])C=O.[Br:7][C:8]1[C:13]([CH3:14])=[C:12](I)[C:11]([NH2:16])=[C:10]([O:17][CH3:18])[C:9]=1[F:19]>[Cl-].[Na+].O.[C-]#N.[Zn+2].[C-]#N.C1(P(C2C=CC=CC=2)[C-]2C=CC=C2)C=CC=CC=1.[C-]1(P(C2C=CC=CC=2)C2C=CC=CC=2)C=CC=C1.[Fe+2].C1C=CC(/C=C/C(/C=C/C2C=CC=CC=2)=O)=CC=1.C1C=CC(/C=C/C(/C=C/C2C=CC=CC=2)=O)=CC=1.[Pd]>[NH2:16][C:11]1[C:10]([O:17][CH3:18])=[C:9]([F:19])[C:8]([Br:7])=[C:13]([CH3:14])[C:12]=1[C:6]#[N:3] |f:3.4.5,6.7.8,9.10.11,12.13.14|. Procedure: Under nitrogen atmosphere, water (0.1 ml), zinc cyanide (59 mg, 0.5 mmol), 1,1′-bis(diphenylphosphino)ferrocene (67 mg, 0.12 mmol), bis(dibenzylideneacetone)palladium(0) (58 mg, 0.1 mmol) were added to an N,N-dimethylformamide (10 ml) solution of 4-bromo-3-fluoro-6-iodo-2-methoxy-5-methylphenylamine (I-44) (359 mg, 1.0 mmol), followed by stirring at 120 to 130° C. for 3 hours. After cooling to room temperature, saturated brine was added to the reaction liquid, followed by extraction twice with e... Reactants: NC1=C(C(=O)O)C(=CC=C1)C(F)(F)F (2-amino-6-trifluoromethylbenzoic acid), NC(=O)N (urea), solid. The product is FC(C1=C2C(NC(NC2=CC=C1)=O)=O)(F)F (5-trifluoromethylquinazolin-2,4(1H,3H)-dione). As a reaction SMILES: [NH2:1][C:2]1[CH:10]=[CH:9][CH:8]=[C:7]([C:11]([F:14])([F:13])[F:12])[C:3]=1[C:4](O)=[O:5].[NH2:15][C:16](N)=[O:17]>>[F:12][C:11]([F:14])([F:13])[C:7]1[CH:8]=[CH:9][CH:10]=[C:2]2[C:3]=1[C:4](=[O:5])[NH:15][C:16](=[O:17])[NH:1]2. Procedure details: Prepared according to general method C from 2-amino-6-trifluoromethylbenzoic acid (1.0 g) and urea (2.92 g). Yield: 948 mg (85%) of a solid. 1H-NMR (DMSO-δ6) δ (ppm) 11.43 (br s, 2H), 7.78 (t, J=7.9 Hz, 1H), 7.58 (d, J=7.4 Hz, 1H), 7.48 (d, J=8.2 Hz, 1H). Reported procedure: An aqueous solution of calcium chloride (18 mM) was added, dropwise and under magnetic stirring, to an aqueous solution on dibasic hydrogen phosphate (10.8 mM). The pH of both solutions was adjusted beforehand to 9.5 with NaOH. CaP NPs were obtained by filtration of the suspension through a 0.22 μm filter. CaP NPs were stored at 4° C. before use. CaP/ZOL-NPs complexes (CaPZ NPs) were prepared by mixing a CaP NPs dispersion with an aqueous solution of ZOL at different ZOL concentrations (10 mg/ml... RXN SMILES: [Cl-].[Ca+2:2].[Cl-].[P:4]([O-:8])([O-:7])([OH:6])=[O:5].[OH-].[Na+]>>[P:4]([O-:8])([O-:7])([O-:6])=[O:5].[Ca+2:2].[P:4]([O-:8])([O-:7])([O-:6])=[O:5].[Ca+2:2].[Ca+2:2] |f:0.1.2,4.5,6.7.8.9.10|. The reactants are [Cl-].[Ca+2].[Cl-] (calcium chloride), P(=O)(O)([O-])[O-] (hydrogen phosphate), [OH-].[Na+] (NaOH). Yields the product P(=O)([O-])([O-])[O-].[Ca+2].P(=O)([O-])([O-])[O-].[Ca+2].[Ca+2] (Calcium Phosphate). Solvent: O (Water), C1=CC=CC=C1 (benzene). Reactants: C([O-])(O)=O.[Na+] (sodium bicarbonate), BrC=1C=C(C=NC1)OC[C@H]1N(CCC1)C (5-bromo-3-(1-methyl-2-(S)-pyrrolidinylmethoxy)-pyridine), C([O-])([O-])=O.[Na+].[Na+] (sodium carbonate), FC1=CC=C(C=C1)B(O)O (4-fluorophenylboronic acid). Reaction SMILES: Br[C:2]1[CH:3]=[C:4]([O:8][CH2:9][C@@H:10]2[CH2:14][CH2:13][CH2:12][N:11]2[CH3:15])[CH:5]=[N:6][CH:7]=1.C(=O)([O-])[O-].[Na+].[Na+].[F:22][C:23]1[CH:28]=[CH:27][C:26](B(O)O)=[CH:25][CH:24]=1.C(=O)(O)[O-].[Na+]>C1C=CC=CC=1.C1C=CC([P]([Pd]([P](C2C=CC=CC=2)(C2C=CC=CC=2)C2C=CC=CC=2)([P](C2C=CC=CC=2)(C2C=CC=CC=2)C2C=CC=CC=2)[P](C2C=CC=CC=2)(C2C=CC=CC=2)C2C=CC=CC=2)(C2C=CC=CC=2)C2C=CC=CC=2)=CC=1.O>[F:22][C:23]1[CH:28]=[CH:27][C:26]([C:2]2[CH:3]=[C:4]([O:8][CH2:9][C@@H:10]3[CH2:14][CH2:13][CH2:12][N:11]3[CH3:15])[CH:5]=[N:6][CH:7]=2)=[CH:25][CH:24]=1 |f:1.2.3,5.6,^1:46,48,67,86|. Yields the product FC1=CC=C(C=C1)C=1C=C(C=NC1)OC[C@H]1N(CCC1)C (5-(4-Fluorophenyl)-3-(1-methyl-2-(S)-pyrrolidinylmethoxy)pyridine). Yield: 81.4%. The reagents and catalysts are C=1C=CC(=CC1)[P](C=2C=CC=CC2)(C=3C=CC=CC3)[Pd]([P](C=4C=CC=CC4)(C=5C=CC=CC5)C=6C=CC=CC6)([P](C=7C=CC=CC7)(C=8C=CC=CC8)C=9C=CC=CC9)[P](C=1C=CC=CC1)(C=1C=CC=CC1)C=1C=CC=CC1 (tetrakis(triphenylphosphine)palladium(0)). Reported procedure: To a solution of 5-bromo-3-(1-methyl-2-(S)-pyrrolidinylmethoxy)-pyridine (272 mg, 1.00 mmol) in benzene (2.0 mL) were added sodium carbonate (2.0M, 1.0 mL), tetrakis(triphenylphosphine)palladium(0) (35 mg, 0.03 mmol) and 4-fluorophenylboronic acid (210 mg, 1.50 mmol). The reaction mixture was refluxed overnight, then cooled to room temperature. Water (2 mL) was added, and solid sodium bicarbonate was added until the aqueous layer was saturated. The mixture was extracted with EtOAc, which was dri...